Dataset: the Open Reaction Database (ORD), a public repository of structured organic reaction records. Task: describe an organic reaction: reactants, conditions, products, and yield Reactants: O.Cl (hydrochloride hydrate), BrCCCCC1C(=O)NC(CC1(CC)CC)=O (4-bromobutyl-3,3-diethylglutarimide), N1(CCNCC1)C1=NSC2=C1C=CC=C2 (3-(1-piperazinyl)-1,2-benzisothiazole), hydrochloride salt. The solvent is C(C)(C)O (isopropanol). Yields the product S1N=C(C2=C1C=CC=C2)N2CCN(CC2)CCCCN2C(CC(CC2=O)(CC)CC)=O (1-[4-[4-(1,2-Benzisothiazol-3-yl)-1-piperazinyl]butyl]-4,4-diethyl-2,6-piperidinedione). Reaction SMILES: O.Cl.BrCCCC[CH:8]1[C:14]([CH2:17][CH3:18])([CH2:15][CH3:16])[CH2:13][C:12](=[O:19])[NH:11][C:9]1=[O:10].[N:20]1([C:26]2[C:30]3[CH:31]=[CH:32][CH:33]=[CH:34][C:29]=3[S:28][N:27]=2)[CH2:25][CH2:24][NH:23][CH2:22][CH2:21]1>C(O)(C)C>[S:28]1[C:29]2[CH:34]=[CH:33][CH:32]=[CH:31][C:30]=2[C:26]([N:20]2[CH2:25][CH2:24][N:23]([CH2:9][CH2:8][CH2:14][CH2:13][N:11]3[C:9](=[O:10])[CH2:8][C:14]([CH2:15][CH3:16])([CH2:17][CH3:18])[CH2:13][C:12]3=[O:19])[CH2:22][CH2:21]2)=[N:27]1 |f:0.1|. Reported procedure: Title product hydrochloride hydrate--Reaction of N-(4-bromobutyl-3,3-diethylglutarimide and 3-(1-piperazinyl)-1,2-benzisothiazole and conversion of the free base to the hydrochloride salt in isopropanol according to the procedure of Example 3 affords 1-[4-[4-(1,2-benzisothiazol-3-yl)-1-piperazinyl]butyl]-4,4-diethyl-2,6-piperidinedione hydrochloride hydrate, m.p. 179°-183° C., from acetonitrile. The reactants are [Si](C)(C)(C(C)(C)C)O[C@H]1C[C@@H](CC2=CC=C3[C@@H]4CC=C([C@H](C)SC(=O)OC5=CC=CC=C5)[C@]4(CC[C@@H]3[C@@]12C)C)O[Si](C)(C)C(C)(C)C (1α,3β-bis(tert-butyldimethylsilyloxy)-20(S)-phenoxycarbonylthiopregna-5,7,16-triene), BrC\C=C/C(C)(O[Si](CC)(CC)CC)C ((Z)-1-bromo-4-methyl-4-triethylsilyloxy-2-pentene), O1CCCC1 (tetrahydrofuran), [OH-].[K+] (KOH). Solvent: CO (methanol). Product: [Si](C)(C)(C(C)(C)C)O[C@H]1C[C@@H](CC2=CC=C3[C@@H]4CC=C([C@H](C)SC\C=C/C(C)(O[Si](CC)(CC)CC)C)[C@]4(CC[C@@H]3[C@@]12C)C)O[Si](C)(C)C(C)(C)C (1α,3β-bis(tert-Butyldimethylsilyloxy)-20(S) {(Z)-4-methyl-4-triethylsilyloxy-2-pentenylthio}pregna-5,7,16-triene). Yield: 64.3%. As a reaction SMILES: [Si:1]([O:8][C@@H:9]1[C@@:37]2([CH3:38])[C:13](=[CH:14][CH:15]=[C:16]3[C@@H:36]2[CH2:35][CH2:34][C@@:33]2([CH3:39])[C@H:17]3[CH2:18][CH:19]=[C:20]2[C@@H:21]([S:23][C:24](OC2C=CC=CC=2)=O)[CH3:22])[CH2:12][C@@H:11]([O:40][Si:41]([C:44]([CH3:47])([CH3:46])[CH3:45])([CH3:43])[CH3:42])[CH2:10]1)([C:4]([CH3:7])([CH3:6])[CH3:5])([CH3:3])[CH3:2].BrC/[CH:50]=[CH:51]\[C:52]([CH3:62])([O:54][Si:55]([CH2:60][CH3:61])([CH2:58][CH3:59])[CH2:56][CH3:57])[CH3:53].O1CCCC1.[OH-].[K+]>CO>[Si:1]([O:8][C@@H:9]1[C@@:37]2([CH3:38])[C:13](=[CH:14][CH:15]=[C:16]3[C@@H:36]2[CH2:35][CH2:34][C@@:33]2([CH3:39])[C@H:17]3[CH2:18][CH:19]=[C:20]2[C@@H:21]([S:23][CH2:24]/[CH:50]=[CH:51]\[C:52]([CH3:53])([O:54][Si:55]([CH2:60][CH3:61])([CH2:56][CH3:57])[CH2:58][CH3:59])[CH3:62])[CH3:22])[CH2:12][C@@H:11]([O:40][Si:41]([C:44]([CH3:46])([CH3:45])[CH3:47])([CH3:43])[CH3:42])[CH2:10]1)([C:4]([CH3:7])([CH3:5])[CH3:6])([CH3:2])[CH3:3] |f:3.4|. Reported procedure: Under the same conditions as in Example 3, 1α,3β-bis(tert-butyldimethylsilyloxy)-20(S)-phenoxycarbonylthiopregna-5,7,16-triene (91.2 mg, 0.131 mmol), (Z)-1-bromo-4-methyl-4-triethylsilyloxy-2-pentene (192 mg, 0.655 mmol), tetrahydrofuran (1.5 ml) and 1M KOH solution in methanol (1.5 ml) were reacted and worked up, and then the residue was purified by preparative thin layer chromatography (0.5 mm×2, hexane:dichloromethane:ethyl acetate=160:40:1, developed once) to give the title compound as a col... Starting materials: FC(S(=O)(=O)OC1=COC(=CC1=O)COC1OCCCC1)(F)F (4-oxo-6-((tetrahydro-2H-pyran-2-yloxy)methyl)-4H-pyran-3-yl trifluoromethanesulfonate). The reagents and catalysts are Cl[Pd]([P](C1=CC=CC=C1)(C2=CC=CC=C2)C3=CC=CC=C3)([P](C4=CC=CC=C4)(C5=CC=CC=C5)C6=CC=CC=C6)Cl (dichlorobis(triphenylphosphine)palladium(II)), [Cu]I (copper (I) iodide). Run in C(C)#N (acetonitrile), C(C#C)O (propargyl alcohol), C(C)N(CC)CC (triethylamine). Run at time 2 hour. Product: OCC#CC=1C(C=C(OC1)COC1OCCCC1)=O (5-(3-hydroxy-1-propyn-1-yl)-2-((tetrahydro-2H-pyran-2-yloxy)methyl)-4H-pyran-4-one). Yield: 105.1%. As a reaction SMILES: FC(F)(F)S(O[C:7]1[C:12](=[O:13])[CH:11]=[C:10]([CH2:14][O:15][CH:16]2[CH2:21][CH2:20][CH2:19][CH2:18][O:17]2)[O:9][CH:8]=1)(=O)=O>C(#N)C.C(O)C#C.C(N(CC)CC)C.Cl[Pd](Cl)([P](C1C=CC=CC=1)(C1C=CC=CC=1)C1C=CC=CC=1)[P](C1C=CC=CC=1)(C1C=CC=CC=1)C1C=CC=CC=1.[Cu]I>[OH:9][CH2:8][C:7]#[C:12][C:7]1[C:12](=[O:13])[CH:11]=[C:10]([CH2:14][O:15][CH:16]2[CH2:21][CH2:20][CH2:19][CH2:18][O:17]2)[O:9][CH:8]=1 |^1:40,59|. Reported procedure: To a solution of 16 g of 4-oxo-6-((tetrahydro-2H-pyran-2-yloxy)methyl)-4H-pyran-3-yl trifluoromethanesulfonate in 100 mL of acetonitrile, 5.1 mL of propargyl alcohol, 18 mL of triethylamine, 0.62 g of dichlorobis(triphenylphosphine)palladium(II) and 0.42 g of copper (I) iodide were added under a nitrogen atmosphere, and the mixture was stirred at room temperature for 2 hours. The insoluble substance was filtered off, and the solvent was distilled off under reduced pressure. The resultant residue... Reactants: O=C([O-])O, COCCCCn1c(C(=O)N(CC(C)C)C2CC(C(=O)N3CCC3)CN(C(=O)OC(C)(C)C)C2)nc2cc(F)ccc21, [Na+], O=C(O)C(F)(F)F. Product: COCCCCn1c(C(=O)N(CC(C)C)C2CNCC(C(=O)N3CCC3)C2)nc2cc(F)ccc21. Reaction SMILES: [C:43](=[O:44])([OH:45])[O-:46].[N:1]1([C:5](=[O:6])[CH:7]2[CH2:8][N:9]([C:36]([O:37][C:38]([CH3:39])([CH3:40])[CH3:41])=[O:42])[CH2:10][CH:11]([N:13]([CH2:14][CH:15]([CH3:16])[CH3:17])[C:18](=[O:19])[c:20]3[n:21][c:22]4[c:23]([n:24]3[CH2:25][CH2:26][CH2:27][CH2:28][O:29][CH3:30])[cH:31][cH:32][c:33]([F:35])[cH:34]4)[CH2:12]2)[CH2:2][CH2:3][CH2:4]1.[Na+:47].[OH:48][C:49]([C:50]([F:51])([F:52])[F:53])=[O:54]>>[N:1]1([C:5](=[O:6])[CH:7]2[CH2:8][NH:9][CH2:10][CH:11]([N:13]([CH2:14][CH:15]([CH3:16])[CH3:17])[C:18](=[O:19])[c:20]3[n:21][c:22]4[c:23]([n:24]3[CH2:25][CH2:26][CH2:27][CH2:28][O:29][CH3:30])[cH:31][cH:32][c:33]([F:35])[cH:34]4)[CH2:12]2)[CH2:2][CH2:3][CH2:4]1. Starting materials: CCO, Cl, O=Cc1ccc(F)cc1, NO, [Na+], [OH-], O. The product is ON=Cc1ccc(F)cc1. Reaction SMILES: [CH3:15][CH2:16][OH:17].[ClH:12].[F:3][c:4]1[cH:5][cH:6][c:7]([CH:8]=[O:9])[cH:10][cH:11]1.[NH2:13][OH:14].[Na+:2].[OH-:1].[OH2:18]>>[OH:1][N:13]=[CH:8][c:7]1[cH:6][cH:5][c:4]([F:3])[cH:11][cH:10]1. The reactants are ClC1=C(C=CC(=C1COC=1C=CC=C2C=CC(=NC12)C)Cl)N1C(=CC=C1)CNC(\C=C\C=1C=NC(=CC1)C(=O)OCC)=O (1-[2,4-dichloro-3-(2-methylquinolin-8-yloxymethyl)phenyl]-2-[(E)-3-(6-ethoxycarbonylpyridin-3-yl)acryloylaminomethyl]pyrrole), [OH-].[Na+] (sodium hydroxide). Run in C(C)O (ethanol). Conditions: temperature 50 celsius, time 2 hour. Yields the product C(=O)(O)C1=CC=C(C=N1)/C=C/C(=O)NCC=1N(C=CC1)C1=C(C(=C(C=C1)Cl)COC=1C=CC=C2C=CC(=NC12)C)Cl (2-[(E)-3-(6-carboxypyridin-3-yl)acryloylaminomethyl]-1-[2,4-dichloro-3-(2-methylquinolin-8-yloxymethyl)phenyl]pyrrole). The yield is 69.5%. As a reaction SMILES: [Cl:1][C:2]1[C:7]([CH2:8][O:9][C:10]2[CH:11]=[CH:12][CH:13]=[C:14]3[C:19]=2[N:18]=[C:17]([CH3:20])[CH:16]=[CH:15]3)=[C:6]([Cl:21])[CH:5]=[CH:4][C:3]=1[N:22]1[CH:26]=[CH:25][CH:24]=[C:23]1[CH2:27][NH:28][C:29](=[O:43])/[CH:30]=[CH:31]/[C:32]1[CH:33]=[N:34][C:35]([C:38]([O:40]CC)=[O:39])=[CH:36][CH:37]=1.[OH-].[Na+]>C(O)C>[C:38]([C:35]1[N:34]=[CH:33][C:32](/[CH:31]=[CH:30]/[C:29]([NH:28][CH2:27][C:23]2[N:22]([C:3]3[CH:4]=[CH:5][C:6]([Cl:21])=[C:7]([CH2:8][O:9][C:10]4[CH:11]=[CH:12][CH:13]=[C:14]5[C:19]=4[N:18]=[C:17]([CH3:20])[CH:16]=[CH:15]5)[C:2]=3[Cl:1])[CH:26]=[CH:25][CH:24]=2)=[O:43])=[CH:37][CH:36]=1)([OH:40])=[O:39] |f:1.2|. Reported procedure: To a suspension of 1-[2,4-dichloro-3-(2-methylquinolin-8-yloxymethyl)phenyl]-2-[(E)-3-(6-ethoxycarbonylpyridin-3-yl)acryloylaminomethyl]pyrrole (116 mg) in ethanol was added 1N sodium hydroxide solution (0.3 ml) at ambient temperature, and the mixture was stirred at 50° C. for 2 hours. The solvent was removed in vacuo, and the residue was dissolved in water. The aqueous solution was washed with diethyl ether and adjusted to pH 5 with 1N hydrochloric acid. The resulting precipitates were collecte... The reactants are ClC1=C2C(=NC=C1)C(C1=C(CC2)C=C(C=C1)Cl)=C1CCN(CC1)C(CC=1C=NC=CC1)=O (4-[4,8-DICHLORO-5,6-DIHYDRO-11H-BENZO[5,6]CYCLOHEPTA[1,2-b]PYRIDIN-11-YLIDENE]-1-(3-PYRIDINYLACETYL)-PIPERIDINE), [Na].SC1=NN=NN1C (5-mercapto-1-methyltetrazole sodium salt), CN(C)C=O (DMF). The product is ClC=1C=CC2=C(CCC=3C(=NC=CC3SC=3N=NN(N3)C)C2=C2CCN(CC2)C(CC=2C=NC=CC2)=O)C1 (4-[8-CHLORO-5,6-DIHYDRO-4-[(2-METHYL-2H-TETRAZOL-5-YL)THIO]-11H-BENZO[5,6]CYCLOHEPTA[1,2-b]PYRIDIN-11-YLIDENE]-1-(3-PYRIDINYLACETYL)-PIPERIDINE). Isolated yield 68.0%. As a reaction SMILES: Cl[C:2]1[CH:7]=[CH:6][N:5]=[C:4]2[C:8](=[C:18]3[CH2:23][CH2:22][N:21]([C:24](=[O:32])[CH2:25][C:26]4[CH:27]=[N:28][CH:29]=[CH:30][CH:31]=4)[CH2:20][CH2:19]3)[C:9]3[CH:16]=[CH:15][C:14]([Cl:17])=[CH:13][C:10]=3[CH2:11][CH2:12][C:3]=12.[Na].[SH:34][C:35]1[N:39](C)[N:38]=[N:37][N:36]=1.[CH3:41]N(C=O)C>>[Cl:17][C:14]1[CH:15]=[CH:16][C:9]2[C:8](=[C:18]3[CH2:23][CH2:22][N:21]([C:24](=[O:32])[CH2:25][C:26]4[CH:27]=[N:28][CH:29]=[CH:30][CH:31]=4)[CH2:20][CH2:19]3)[C:4]3=[N:5][CH:6]=[CH:7][C:2]([S:34][C:35]4[N:39]=[N:38][N:37]([CH3:41])[N:36]=4)=[C:3]3[CH2:12][CH2:11][C:10]=2[CH:13]=1 |f:1.2,^1:32|. Reported procedure: A mixture of the title compound from Example 250 (0.24 grams), 5-mercapto-1-methyltetrazole sodium salt (0.6 grams) and anhydrous DMF (10 mL) was stirred while being irradiated with a 200 W lamp for 10 days. Isolation and purification as in Example 257 provided the title compound (0.2 grams, 68%, MH+ 544). Reactants: [Br-], C1CCOC1, N#Cc1cccc2nc(NC3CCc4ccccc43)ccc12, Cl, Fc1ccc([Mg+])cc1, [Na+], [OH-]. Product: N=C(c1ccc(F)cc1)c1cccc2nc(NC3CCc4ccccc43)ccc12. RXN SMILES: [Br-:23].[CH2:35]1[O:36][CH2:37][CH2:38][CH2:39]1.[CH:1]1([NH:10][c:11]2[n:12][c:13]3[cH:14][cH:15][cH:16][c:17]([C:21]#[N:22])[c:18]3[cH:19][cH:20]2)[CH2:2][CH2:3][c:4]2[cH:5][cH:6][cH:7][cH:8][c:9]21.[ClH:32].[F:24][c:25]1[cH:26][cH:27][c:28]([Mg+:31])[cH:29][cH:30]1.[Na+:34].[OH-:33]>>[CH:1]1([NH:10][c:11]2[n:12][c:13]3[cH:14][cH:15][cH:16][c:17]([C:21](=[NH:22])[c:28]4[cH:27][cH:26][c:25]([F:24])[cH:30][cH:29]4)[c:18]3[cH:19][cH:20]2)[CH2:2][CH2:3][c:4]2[cH:5][cH:6][cH:7][cH:8][c:9]21. The reactants are O=C([O-])[O-], CCc1nc2ccccc2[nH]1, O=S1(=O)CCN(C2CN(Cc3nc4c(N5CCOCC5)nc(Cl)nc4s3)C2)CC1, [Cs+], [Cs+], C1COCCO1, O=C(C=Cc1ccccc1)C=Cc1ccccc1, O=C(C=Cc1ccccc1)C=Cc1ccccc1, O=C(C=Cc1ccccc1)C=Cc1ccccc1, [Pd], [Pd]. The product is CCc1nc2ccccc2n1-c1nc(N2CCOCC2)c2nc(CN3CC(N4CCS(=O)(=O)CC4)C3)sc2n1. As a reaction SMILES: [C:41](=[O:42])([O-:43])[O-:44].[CH2:30]([CH3:31])[c:32]1[nH:33][c:34]2[c:35]([n:36]1)[cH:37][cH:38][cH:39][cH:40]2.[Cl:1][c:2]1[n:3][c:4]([N:24]2[CH2:25][CH2:26][O:27][CH2:28][CH2:29]2)[c:5]2[c:6]([n:7]1)[s:8][c:9]([CH2:11][N:12]1[CH2:13][CH:14]([N:16]3[CH2:17][CH2:18][S:19](=[O:22])(=[O:23])[CH2:20][CH2:21]3)[CH2:15]1)[n:10]2.[Cs+:45].[Cs+:46].[O:47]1[CH2:48][CH2:49][O:50][CH2:51][CH2:52]1.[O:55]=[C:56]([CH:57]=[CH:58][c:59]1[cH:60][cH:61][cH:62][cH:63][cH:64]1)[CH:65]=[CH:66][c:67]1[cH:68][cH:69][cH:70][cH:71][cH:72]1.[O:73]=[C:74]([CH:75]=[CH:76][c:77]1[cH:78][cH:79][cH:80][cH:81][cH:82]1)[CH:83]=[CH:84][c:85]1[cH:86][cH:87][cH:88][cH:89][cH:90]1.[O:91]=[C:92]([CH:93]=[CH:94][c:95]1[cH:96][cH:97][cH:98][cH:99][cH:100]1)[CH:101]=[CH:102][c:103]1[cH:104][cH:105][cH:106][cH:107][cH:108]1.[Pd:53].[Pd:54]>>[c:2]1(-[n:33]2[c:32]([CH2:30][CH3:31])[n:36][c:35]3[c:34]2[cH:40][cH:39][cH:38][cH:37]3)[n:3][c:4]([N:24]2[CH2:25][CH2:26][O:27][CH2:28][CH2:29]2)[c:5]2[c:6]([n:7]1)[s:8][c:9]([CH2:11][N:12]1[CH2:13][CH:14]([N:16]3[CH2:17][CH2:18][S:19](=[O:22])(=[O:23])[CH2:20][CH2:21]3)[CH2:15]1)[n:10]2.